From a dataset of the Open Reaction Database (ORD), a public repository of structured organic reaction records. describe an organic reaction: reactants, conditions, products, and yield The reactants are C(=O)(C(F)(F)F)O (TFA), COC=1C(=C(C(=O)O)C=CC1)[N+](=O)[O-] (3-methoxy-2-nitrobenzoic acid). Solvent: O.CC#N (H2O CH3CN). The product is NC1=C(C=CC=C1OC)C(=O)C=1C=C(C=CC1)C ((2-Amino-3-methoxyphenyl)(m-tolyl)methanone). Reaction SMILES: [CH3:1][O:2][C:3]1[C:4]([N+:12]([O-])=O)=[C:5]([CH:9]=[CH:10][CH:11]=1)[C:6]([OH:8])=O.[C:15](O)([C:17](F)(F)F)=O>O.CC#N>[NH2:12][C:4]1[C:3]([O:2][CH3:1])=[CH:11][CH:10]=[CH:9][C:5]=1[C:6]([C:11]1[CH:10]=[C:15]([CH3:17])[CH:5]=[CH:4][CH:3]=1)=[O:8] |f:2.3|. Procedure: Intermediate A-19 was prepared from 3-methoxy-2-nitrobenzoic acid according to the general synthetic procedure described for Intermediate A-18. HPLC RT=2.21 min (H2O/CH3CN with TFA, Sunfire C18 3.5 μm, 2.1×30 mm, gradient=2 min, wavelength=220 nm). [M+H+]=246. Starting materials: C([O-])([O-])=O.[K+].[K+] (potassium carbonate), COCC1OC(OC1)=O (4-methoxymethyl-1,3-dioxolan-2-one), NC(=O)OCC (Urethane). Solvent: CN(C=O)C (N,N-dimethylformamide). Run at temperature 140 celsius, time 100 hour. Product: COCC1CNC(O1)=O (5-methoxymethyloxazolidin-2-one). The yield is 23.2%. RXN SMILES: [NH2:1]C(OCC)=O.C(=O)([O-])[O-].[K+].[K+].[CH3:13][O:14][CH2:15][CH:16]1[CH2:20][O:19][C:18](=O)[O:17]1>CN(C)C=O>[CH3:13][O:14][CH2:15][CH:16]1[O:17][C:18](=[O:19])[NH:1][CH2:20]1 |f:1.2.3|. Procedure: Urethane (10.0 g, 113 mmol) was dissolved in N,N-dimethylformamide (40 ml), and thereto were added potassium carbonate (20.8 g, 151 mmol) and 4-methoxymethyl-1,3-dioxolan-2-one (10.0 g, 75.7 mmol), in order. The mixture was stirred for 100 hours at 140° C. under an atmosphere of argon. After filtering off the insoluble materials, the filtrate was condensed in vacuo, and the residue was purified by silica gel chromatography give the subject 5-methoxymethyloxazolidin-2-one (2.3g, yield 23.1%). The reactants are COC(N(C)C)OC (1,1-dimethoxy-N,N-dimethylmethanamine), C(C)N1N=C(C2=CC=C(C=C12)C(C)=O)CC (1-(1,3-Diethyl-1H-indazol-6-yl)-ethanone), COC(N(C)C)OC (1,1-dimethoxy-N,N-dimethylmethanamine). Solvent: CN(C=O)C (N,N-dimethylformamide). Reaction conditions: temperature 120 celsius, time 16 hour. The product is C(C)N1N=C(C2=CC=C(C=C12)C(\C=C\N(C)C)=O)CC ((2E)-1-(1,3-diethyl-1H-indazol-6-yl)-3-(dimethylamino)prop-2-en-1-one). Yield: 1.7%. RXN SMILES: CO[CH:3](OC)[N:4]([CH3:6])[CH3:5].[CH2:9]([N:11]1[C:19]2[C:14](=[CH:15][CH:16]=[C:17]([C:20](=[O:22])[CH3:21])[CH:18]=2)[C:13]([CH2:23][CH3:24])=[N:12]1)[CH3:10]>CN(C)C=O>[CH2:9]([N:11]1[C:19]2[C:14](=[CH:15][CH:16]=[C:17]([C:20](=[O:22])/[CH:21]=[CH:3]/[N:4]([CH3:5])[CH3:6])[CH:18]=2)[C:13]([CH2:23][CH3:24])=[N:12]1)[CH3:10]. Reported procedure: 1,1-dimethoxy-N,N-dimethylmethanamine (0.891 g, 0.0075 mol) was added to a solution of 1-(1,3-Diethyl-1H-indazol-6-yl)-ethanone (0.187 mg, 8.64 mmol) in N,N-dimethylformamide (8 mL), and the resulting mixture was shaken at 120° C. for 16 hours. 1,1-dimethoxy-N,N-dimethylmethanamine (0.618 g, 0.0052 mol) was added, and the reaction was refluxed at 140° C. for a further 16 hours. The solvent was removed in vacuo, and the residue extracted with ethyl acetate (30 mL) and water (10 mL). The aqueous l... The reactants are CCC(CC)=O (3-pentanone), [Cl-].[Al+3].[Cl-].[Cl-] (aluminum chloride), NC1=C(C(=O)OC(C)C)C=C(C(=C1)C)OC1=CC=C(C=C1)OC(F)(F)F (isopropyl 2-amino-4-methyl-5-(4-(trifluoromethoxy)phenoxy)benzoate), CCC(CC)=O (3-Pentanone), [Cl-].[Al+3].[Cl-].[Cl-] (Aluminum chloride), Cl (hydrochloric acid). Run in CO (methanol), C=1(C(=CC=CC1)C)C (xylene), C=1(C(=CC=CC1)C)C (xylene), C=1(C(=CC=CC1)C)C (xylene). Product: C(C)C=1NC2=CC(=C(C=C2C(C1C)=O)OC1=CC=C(C=C1)OC(F)(F)F)C (2-ethyl-3,7-dimethyl-6-(4-(trifluoromethoxy)phenoxy)quinolin-4(1H)-one). Yield: 83.0%. As a reaction SMILES: [Cl-].[Al+3].[Cl-].[Cl-].[CH3:5][CH2:6][C:7](=O)[CH2:8][CH3:9].[NH2:11][C:12]1[CH:23]=[C:22]([CH3:24])[C:21]([O:25][C:26]2[CH:31]=[CH:30][C:29]([O:32][C:33]([F:36])([F:35])[F:34])=[CH:28][CH:27]=2)=[CH:20][C:13]=1[C:14](OC(C)C)=[O:15].Cl>C1(C)C(C)=CC=CC=1.CO>[CH2:8]([C:7]1[NH:11][C:12]2[C:13]([C:14](=[O:15])[C:6]=1[CH3:5])=[CH:20][C:21]([O:25][C:26]1[CH:31]=[CH:30][C:29]([O:32][C:33]([F:35])([F:34])[F:36])=[CH:28][CH:27]=1)=[C:22]([CH3:24])[CH:23]=2)[CH3:9] |f:0.1.2.3|. Procedure details: Aluminum chloride (30.0 g) and 125 ml of xylene were added into a 1000-ml glass flask equipped with a stirring device, a thermometer, a reflux condenser, and Dean-Stark device under a nitrogen gas stream. 3-Pentanone (58.1 g) was added dropwise thereto with stirring at 10° C. or below. Subsequently, 60.55 g of isopropyl 2-amino-4-methyl-5-(4-(trifluoromethoxy)phenoxy)benzoate dissolved in 250 ml of xylene was added dropwise thereto at room temperature, and the mixture was heated under reflux for... Starting materials: CC1(C)CC(c2cccc(Br)c2)Nc2ccc(Cl)cc21, O=C([O-])[O-], CS(C)=O, [Cu]I, [K+], [K+], CC(C)(N)C(=O)O. Yields the product CC(C)(Nc1cccc(C2CC(C)(C)c3cc(Cl)ccc3N2)c1)C(=O)O. Reaction SMILES: [Br:1][c:2]1[cH:3][c:4]([CH:8]2[NH:9][c:10]3[cH:11][cH:12][c:13]([Cl:20])[cH:14][c:15]3[C:16]([CH3:18])([CH3:19])[CH2:17]2)[cH:5][cH:6][cH:7]1.[C:28](=[O:29])([O-:30])[O-:31].[CH3:34][S:35](=[O:36])[CH3:37].[Cu:38][I:39].[K+:32].[K+:33].[NH2:21][C:22]([C:23](=[O:24])[OH:25])([CH3:26])[CH3:27]>>[c:2]1([NH:21][C:22]([C:23](=[O:24])[OH:25])([CH3:26])[CH3:27])[cH:3][c:4]([CH:8]2[NH:9][c:10]3[cH:11][cH:12][c:13]([Cl:20])[cH:14][c:15]3[C:16]([CH3:18])([CH3:19])[CH2:17]2)[cH:5][cH:6][cH:7]1. Starting materials: ClC(C)Cl (1,1-Dichloroethane), C(CCC)[Li] (butyllithium), ClC(Cl)B(OC(C)C)OC(C)C (diisopropyl dichloromethyboronate), B(OC)(OC)OC (trimethyl borate), C(C)(C)NC(C)C (diisopropylamine). Run in C1CCOC1 (THF). Conditions: temperature -78 celsius. Yields the product ClC(C)(Cl)B(OC)OC (Dimethyl (1,1-Dichloroethyl)boronate). As a reaction SMILES: [Cl:1][CH:2]([Cl:4])[CH3:3].[B:5](OC)([O:8][CH3:9])[O:6][CH3:7].C(NC(C)C)(C)C.C([Li])CCC.ClC(B(OC(C)C)OC(C)C)Cl>C1COCC1>[Cl:1][C:2]([B:5]([O:8][CH3:9])[O:6][CH3:7])([Cl:4])[CH3:3]. Procedure: A modification of the procedure of Example 1 was followed. 1,1-Dichloroethane (25 ml, 0.30 mol) was used in place of dichloromethane and trimethyl borate (30 ml, 0.265 mol) was used in place of triisopropyl borate. The quantity of diisopropylamine was 40 ml and that of butyllithium was 0.25 mol. A -78° C. cooling bath was used. The yield of (I) (R3 =R7 =R8 =methyl), bp 48° C. (40 Torr), was 27 g, 55% taking into account the 14% THF indicated by NMR analysis. Reactants: C[S-].[Na+] (Sodium thiomethoxide), CS(=O)(=O)OC1CCN(CC1)C(=O)OC(C)(C)C (tert-butyl 4-[(methylsulfonyl)oxy]piperidine-1-carboxylate), O (H2O). Solvent: CN(C=O)C (DMF). Run at temperature 80 celsius. The product is CSC1CCN(CC1)C(=O)OC(C)(C)C (tert-butyl 4-(methylthio)piperidine-1-carboxylate). Reaction SMILES: CS(O[CH:6]1[CH2:11][CH2:10][N:9]([C:12]([O:14][C:15]([CH3:18])([CH3:17])[CH3:16])=[O:13])[CH2:8][CH2:7]1)(=O)=O.[CH3:19][S-:20].[Na+].O>CN(C)C=O>[CH3:19][S:20][CH:6]1[CH2:7][CH2:8][N:9]([C:12]([O:14][C:15]([CH3:16])([CH3:17])[CH3:18])=[O:13])[CH2:10][CH2:11]1 |f:1.2|. Procedure: tert-Butyl 4-[(methylsulfonyl)oxy]piperidine-1-carboxylate 5-2 (27.060 g, 96.87 mmol) was dissolved in 150 mL DMF (dimethylformamide). Sodium thiomethoxide (13.579 g, 193.73 mmol) was added and the solution was heated to 80° C. for 17 hours. The solution was allowed to cool to room temperture. The reaction was then poured into 200 mL H2O and was extracted with ether (4×). The combined organic layers were dried (Na2SO4), filtered, and concentrated to afford tert-butyl 4-(methylthio)piperidine-1-c...